From a dataset of the Open Reaction Database (ORD), a public repository of structured organic reaction records. describe an organic reaction: reactants, conditions, products, and yield Reactants: C[Si](C)(C)[N-][Si](C)(C)C.[Na+] (sodium bis(trimethylsilyl)amide), C1CCOC1 (THF), C(C1=CC=CC=C1)Br (benzyl bromide), [N+](=O)([O-])C=1C=CC(=NC1)N1CC(NCC1)=O (4-(5-nitropyridin-2-yl)piperazin-2-one). Run in CN(C)C=O (DMF), O (water). Run at time 1 hour. Product: C(C1=CC=CC=C1)N1C(CN(CC1)C1=NC=C(C=C1)[N+](=O)[O-])=O (1-benzyl-4-(5-nitropyridin-2-yl)piperazin-2-one). Yield: 64.2%. RXN SMILES: [N+:1]([C:4]1[CH:5]=[CH:6][C:7]([N:10]2[CH2:15][CH2:14][NH:13][C:12](=[O:16])[CH2:11]2)=[N:8][CH:9]=1)([O-:3])=[O:2].C[Si]([N-][Si](C)(C)C)(C)C.[Na+].C1COCC1.[CH2:32](Br)[C:33]1[CH:38]=[CH:37][CH:36]=[CH:35][CH:34]=1>CN(C=O)C.O>[CH2:32]([N:13]1[CH2:14][CH2:15][N:10]([C:7]2[CH:6]=[CH:5][C:4]([N+:1]([O-:3])=[O:2])=[CH:9][N:8]=2)[CH2:11][C:12]1=[O:16])[C:33]1[CH:38]=[CH:37][CH:36]=[CH:35][CH:34]=1 |f:1.2|. Procedure: To a solution of 4-(5-nitropyridin-2-yl)piperazin-2-one (B-13) (365 mg, 1.64 mmol) in DMF (6 mL) was added, dropwise, 1.0 M sodium bis(trimethylsilyl)amide solution in THF (1.8 mL, 1.8 mmol), followed 1 min later by benzyl bromide (215 μL, 1.8 mmol), also dropwise. After 1 h, the reaction mixture was poured into water and extracted with EtOAc. The extract was dried over Na2SO4, filtered, and concentrated. The crude product was purified by silica gel chromatography (eluant: gradient of EtOAc in h... Reactants: CC(=O)c1cccc(Oc2ncccc2C(=O)NCc2ccncc2)c1, C1CCOC1, [Li]C, CC(C)c1ccccc1, C1CCOC1. Product: CC(C)(O)c1cccc(Oc2ncccc2C(=O)NCc2ccncc2)c1. As a reaction SMILES: [C:1]([CH3:2])(=[O:3])[c:4]1[cH:5][c:6]([O:7][c:8]2[c:9]([C:10](=[O:11])[NH:12][CH2:13][c:14]3[cH:15][cH:16][n:17][cH:18][cH:19]3)[cH:20][cH:21][cH:22][n:23]2)[cH:24][cH:25][cH:26]1.[CH2:29]1[O:30][CH2:31][CH2:32][CH2:33]1.[CH3:27][Li:28].[CH3:34][CH:35]([c:36]1[cH:37][cH:38][cH:39][cH:40][cH:41]1)[CH3:42].[O:43]1[CH2:44][CH2:45][CH2:46][CH2:47]1>>[C:1]([CH3:2])([OH:3])([c:4]1[cH:5][c:6]([O:7][c:8]2[c:9]([C:10](=[O:11])[NH:12][CH2:13][c:14]3[cH:15][cH:16][n:17][cH:18][cH:19]3)[cH:20][cH:21][cH:22][n:23]2)[cH:24][cH:25][cH:26]1)[CH3:29]. The reactants are BrB(Br)Br, O=C([O-])O, COc1ccc2c(c1)N(CCNC(C)=O)CCO2, ClCCl, [Na+]. Product: CC(=O)NCCN1CCOc2ccc(O)cc21. As a reaction SMILES: [B:19]([Br:20])([Br:21])[Br:22].[C:23](=[O:24])([O-:25])[OH:26].[CH3:1][O:2][c:3]1[cH:4][cH:5][c:6]2[c:7]([cH:18]1)[N:8]([CH2:12][CH2:13][NH:14][C:15]([CH3:16])=[O:17])[CH2:9][CH2:10][O:11]2.[Cl:28][CH2:29][Cl:30].[Na+:27]>>[OH:2][c:3]1[cH:4][cH:5][c:6]2[c:7]([cH:18]1)[N:8]([CH2:12][CH2:13][NH:14][C:15]([CH3:16])=[O:17])[CH2:9][CH2:10][O:11]2. Starting materials: ClC1=C(C(=O)C2=CC=C(C=C2)Cl)C=C(C=C1)[N+](=O)[O-] (2,4'-dichloro-5-nitro-benzophenone), CC1CNCC(C1)C (3,5-dimethylpiperidine), C([O-])([O-])=O.[Ca+2] (calcium carbonate). The solvent is C(C)O (ethanol). Yields the product CC1CN(CC(C1)C)C1=C(C=C(C=C1)[N+](=O)[O-])C(=O)C1=CC=C(C=C1)Cl ([2-(3,5-dimethyl-1-piperidinyl)-5-nitrophenyl]-(4-chlorophenyl) methanone). Isolated yield 98.1%. Reaction SMILES: Cl[C:2]1[CH:16]=[CH:15][C:14]([N+:17]([O-:19])=[O:18])=[CH:13][C:3]=1[C:4]([C:6]1[CH:11]=[CH:10][C:9]([Cl:12])=[CH:8][CH:7]=1)=[O:5].[CH3:20][CH:21]1[CH2:26][CH:25]([CH3:27])[CH2:24][NH:23][CH2:22]1.C(=O)([O-])[O-].[Ca+2]>C(O)C>[CH3:20][CH:21]1[CH2:26][CH:25]([CH3:27])[CH2:24][N:23]([C:2]2[CH:16]=[CH:15][C:14]([N+:17]([O-:19])=[O:18])=[CH:13][C:3]=2[C:4]([C:6]2[CH:11]=[CH:10][C:9]([Cl:12])=[CH:8][CH:7]=2)=[O:5])[CH2:22]1 |f:2.3|. Procedure details: Proceeding as indicated in example 2, with 0.035 mole (10.4 g) of 2,4'-dichloro-5-nitro-benzophenone, 0.07 mole (8 cm3) of 3,5-dimethylpiperidine and 0.035 mole (5 g) of calcium carbonate in ethanol, 12.8 g (Yield: 97%) of the expected product are obtained. M.P 159° C.